From a dataset of the Open Reaction Database (ORD), a public repository of structured organic reaction records. describe an organic reaction: reactants, conditions, products, and yield The reactants are C1CNCCN1, CCSc1nc(Cl)c2sc3nc(-c4ccccc4)cc(C)c3c2n1, C1CCOC1. Yields the product CCSc1nc(N2CCNCC2)c2sc3nc(-c4ccccc4)cc(C)c3c2n1. RXN SMILES: [CH2:25]1[CH2:26][NH:27][CH2:28][CH2:29][NH:30]1.[Cl:1][c:2]1[c:3]2[c:4]([n:5][c:6]([S:8][CH2:9][CH3:10])[n:7]1)[c:11]1[c:12]([s:13]2)[n:14][c:15](-[c:19]2[cH:20][cH:21][cH:22][cH:23][cH:24]2)[cH:16][c:17]1[CH3:18].[O:31]1[CH2:32][CH2:33][CH2:34][CH2:35]1>>[c:2]1([N:27]2[CH2:26][CH2:25][NH:30][CH2:29][CH2:28]2)[c:3]2[c:4]([n:5][c:6]([S:8][CH2:9][CH3:10])[n:7]1)[c:11]1[c:12]([s:13]2)[n:14][c:15](-[c:19]2[cH:20][cH:21][cH:22][cH:23][cH:24]2)[cH:16][c:17]1[CH3:18]. Reactants: ClCC1(CC(=O)OCC)OCCO1 (Ethyl 4-chloro-3,3-ethylenedioxybutanoate), [OH-].[K+] (potassium hydroxide). Solvent: C(C)O (ethanol). Conditions: time 1 hour. Product: ClCC1(CC(=O)O)OCCO1 (4-chloro-3,3-ethylenedioxybutanoic acid). Isolated yield 88.5%. RXN SMILES: [Cl:1][CH2:2][C:3]1([O:13][CH2:12][CH2:11][O:10]1)[CH2:4][C:5]([O:7]CC)=[O:6].[OH-].[K+]>C(O)C>[Cl:1][CH2:2][C:3]1([O:10][CH2:11][CH2:12][O:13]1)[CH2:4][C:5]([OH:7])=[O:6] |f:1.2|. Reported procedure: Ethyl 4-chloro-3,3-ethylenedioxybutanoate (15.63 gm) was dissolved in 150 ml of ethanol, and to the solution was dropwise added 75 ml of 2N potassium hydroxide. After stirring for 1 hour at room temperature, the resultant reaction mixture was concentrated under reduced pressure. Saturated brine was added to the concentrate, followed by cooling with ice water and addition of diluted hydrochloric acid to adjust pH to 3. The deposited crystals were collected by filtration and dried to obtain 11.97 ... Reactants: OCC=1C=CC(=NC1)NC(OC(C)(C)C)=O (tert-butyl 5-(hydroxymethyl)pyridin-2-ylcarbamate), CCN(C(C)C)C(C)C (DIPEA), CS(=O)(=O)Cl (MsCl). Run in C1CCOC1 (THF). Conditions: time 12 hour. Product: CS(=O)(=O)OCC=1C=NC(=CC1)NC(=O)OC(C)(C)C ((6-(tert-butoxycarbonylamino)pyridin-3-yl)methyl methanesulfonate). Isolated yield 49.1%. Reaction SMILES: [OH:1][CH2:2][C:3]1[CH:4]=[CH:5][C:6]([NH:9][C:10](=[O:16])[O:11][C:12]([CH3:15])([CH3:14])[CH3:13])=[N:7][CH:8]=1.CCN(C(C)C)C(C)C.[CH3:26][S:27](Cl)(=[O:29])=[O:28]>C1COCC1>[CH3:26][S:27]([O:1][CH2:2][C:3]1[CH:8]=[N:7][C:6]([NH:9][C:10]([O:11][C:12]([CH3:13])([CH3:15])[CH3:14])=[O:16])=[CH:5][CH:4]=1)(=[O:29])=[O:28]. Reported procedure: To a mixture containing tert-butyl 5-(hydroxymethyl)pyridin-2-ylcarbamate (101; 4.5 g, 20.2 mmol) and DIPEA (16.0 g, 121 mmol) in THF (45 mL) was added MsCl (6.93 g, 60.5 mmol) over a period of 30 min at 0° C. The resulting reaction mixture was stirred at room temperature for 12 h. The mixture was then washed with water (2×5 mL), dried (Na2SO4) and concentrated under reduced pressure. The resulting residue was purified by chromatography (10:1 petroleum ether/ethyl acetate) to afford (6-(tert-but... Starting materials: Clc1cc(Br)c(Cl)s1, CCOC(C)=O, COCCOC, COC(=O)c1cc(B(O)O)cc(C(=O)OC)c1, [Cl-], [Li+], [Na+], [Na+], O=C([O-])[O-], c1ccc(P(c2ccccc2)(c2ccccc2)[Pd](P(c2ccccc2)(c2ccccc2)c2ccccc2)(P(c2ccccc2)(c2ccccc2)c2ccccc2)P(c2ccccc2)(c2ccccc2)c2ccccc2)cc1. Product: COC(=O)c1cc(C(=O)OC)cc(-c2cc(Cl)sc2Cl)c1. RXN SMILES: [Br:1][c:2]1[c:3]([Cl:8])[s:4][c:5]([Cl:7])[cH:6]1.[CH3:117][CH2:118][O:119][C:120](=[O:121])[CH3:122].[CH3:34][O:35][CH2:36][CH2:37][O:38][CH3:39].[CH3:9][O:10][C:11](=[O:12])[c:13]1[cH:14][c:15]([B:23]([OH:24])[OH:25])[cH:16][c:17]([C:19](=[O:20])[O:21][CH3:22])[cH:18]1.[Cl-:27].[Li+:26].[Na+:28].[Na+:29].[O-:30][C:31](=[O:32])[O-:33].[cH:40]1[cH:41][cH:42][c:43]([P:44]([Pd:45]([P:46]([c:47]2[cH:48][cH:49][cH:50][cH:51][cH:52]2)([c:53]2[cH:54][cH:55][cH:56][cH:57][cH:58]2)[c:59]2[cH:60][cH:61][cH:62][cH:63][cH:64]2)([P:65]([c:66]2[cH:67][cH:68][cH:69][cH:70][cH:71]2)([c:72]2[cH:73][cH:74][cH:75][cH:76][cH:77]2)[c:78]2[cH:79][cH:80][cH:81][cH:82][cH:83]2)[P:84]([c:85]2[cH:86][cH:87][cH:88][cH:89][cH:90]2)([c:91]2[cH:92][cH:93][cH:94][cH:95][cH:96]2)[c:97]2[cH:98][cH:99][cH:100][cH:101][cH:102]2)([c:103]2[cH:104][cH:105][cH:106][cH:107][cH:108]2)[c:109]2[cH:110][cH:111][cH:112][cH:113][cH:114]2)[cH:115][cH:116]1>>[c:2]1(-[c:15]2[cH:14][c:13]([C:11]([O:10][CH3:9])=[O:12])[cH:18][c:17]([C:19](=[O:20])[O:21][CH3:22])[cH:16]2)[c:3]([Cl:8])[s:4][c:5]([Cl:7])[cH:6]1. Reactants: BrC1=CC2=C(C3=NC(=CN3CCO2)C=2N(N=C(N2)C)C(C)C)C=C1 (8-Bromo-2-(2-isopropyl-5-methyl-2H-[1,2,4]triazol-3-yl)-4,5-dihydro-6-oxa-1,3a-diaza-benzo[e]azulene), CN(C1=NC=C(C=N1)B1OC(C(O1)(C)C)(C)C)C (Dimethyl-[5-(4,4,5,5-tetramethyl-[1,3,2]dioxaborolan-2-yl)-pyrimidin-2-yl]-amine). Product: C(C)(C)N1N=C(N=C1C=1N=C2N(CCOC3=C2C=CC(=C3)C=3C=NC(=NC3)N(C)C)C1)C (5-(2-(1-isopropyl-3-methyl-1H-1,2,4-triazol-5-yl)-5,6-dihydrobenzo[f]imidazo[1,2-d][1,4]oxazepin-9-yl)-N,N-dimethylpyrimidin-2-amine). As a reaction SMILES: Br[C:2]1[CH:24]=[CH:23][C:5]2[C:6]3[N:10]([CH2:11][CH2:12][O:13][C:4]=2[CH:3]=1)[CH:9]=[C:8]([C:14]1[N:15]([CH:20]([CH3:22])[CH3:21])[N:16]=[C:17]([CH3:19])[N:18]=1)[N:7]=3.[CH3:25][N:26]([CH3:42])[C:27]1[N:32]=[CH:31][C:30](B2OC(C)(C)C(C)(C)O2)=[CH:29][N:28]=1>>[CH:20]([N:15]1[C:14]([C:8]2[N:7]=[C:6]3[C:5]4[CH:23]=[CH:24][C:2]([C:30]5[CH:29]=[N:28][C:27]([N:26]([CH3:42])[CH3:25])=[N:32][CH:31]=5)=[CH:3][C:4]=4[O:13][CH2:12][CH2:11][N:10]3[CH:9]=2)=[N:18][C:17]([CH3:19])=[N:16]1)([CH3:22])[CH3:21]. Procedure details: 8-Bromo-2-(2-isopropyl-5-methyl-2H-[1,2,4]triazol-3-yl)-4,5-dihydro-6-oxa-1,3a-diaza-benzo[e]azulene was reacted with Dimethyl-[5-(4,4,5,5-tetramethyl-[1,3,2]dioxaborolan-2-yl)-pyrimidin-2-yl]-amine to give 245. MS (ESI+) 431.2